The task is: describe an organic reaction: reactants, conditions, products, and yield. This data is from the Open Reaction Database (ORD), a public repository of structured organic reaction records. The reactants are COC=1C(CCCCN1)C (3,4,5,6-tetrahydro-7-methoxy-6-methyl-2H-azepine), [Cl-].[NH4+] (ammonium chloride). The solvent is CO (MeOH). Yields the product Cl.CC1C(NCCCC1)=N (hexahydro-3-methyl-1H-azepin-2-imine, monohydrochloride). Isolated yield 79.9%. RXN SMILES: CO[C:3]1[CH:4]([CH3:10])[CH2:5][CH2:6][CH2:7][CH2:8][N:9]=1.[Cl-:11].[NH4+:12]>CO>[ClH:11].[CH3:10][CH:4]1[CH2:5][CH2:6][CH2:7][CH2:8][NH:9][C:3]1=[NH:12] |f:1.2,4.5|. Procedure: The product of EXAMPLE 44 (294 mg, 2.1 mmol) in 14.5 mL of MeOH was reacted with ammonium chloride (103 mg, 2.0 mmol) by the method of EXAMPLE 27 to yield 260 mg (77%) of the title material.